Dataset: the Open Reaction Database (ORD), a public repository of structured organic reaction records. Task: describe an organic reaction: reactants, conditions, products, and yield The reactants are COC(CCCCCOCC(COCc1ccccc1)OC(C)=O)OC, C, C1CCOC1, [H][H], [Pd]. Yields the product COC(CCCCCOCC(CO)OC(C)=O)OC. As a reaction SMILES: [C:1]([CH3:2])(=[O:3])[O:4][CH:5]([CH2:6][O:7][CH2:8][CH2:9][CH2:10][CH2:11][CH2:12][CH:13]([O:14][CH3:15])[O:16][CH3:17])[CH2:18][O:19][CH2:20][c:21]1[cH:22][cH:23][cH:24][cH:25][cH:26]1.[C:34].[CH2:29]1[O:30][CH2:31][CH2:32][CH2:33]1.[H:27][H:28].[Pd:35]>>[C:1]([CH3:2])(=[O:3])[O:4][CH:5]([CH2:6][O:7][CH2:8][CH2:9][CH2:10][CH2:11][CH2:12][CH:13]([O:14][CH3:15])[O:16][CH3:17])[CH2:18][OH:19]. Starting materials: CN1CCC(=O)CC1, Clc1cccc2cc[nH]c12. Product: CN1CC=C(c2c[nH]c3c(Cl)cccc23)CC1. RXN SMILES: [CH3:11][N:12]1[CH2:13][CH2:14][C:15](=[O:18])[CH2:16][CH2:17]1.[Cl:1][c:2]1[cH:3][cH:4][cH:5][c:6]2[cH:7][cH:8][nH:9][c:10]12>>[Cl:1][c:2]1[cH:3][cH:4][cH:5][c:6]2[c:7]([C:15]3=[CH:14][CH2:13][N:12]([CH3:11])[CH2:17][CH2:16]3)[cH:8][nH:9][c:10]12. Product: ClC1=C(C=CC(=C1)NS(=O)(=O)C)C(CC(=O)C1CC1)=O (1-[2-chloro-4-(methylsulphonylamino)phenyl]-3-cyclopropylpropan-1,3-dione). Starting materials: ClC1=C(C(=O)C(C(=O)OC(C)(C)C)C(=O)C2CC2)C=CC(=C1)NS(=O)(=O)C (t-Butyl 2-[2-chloro-4-(methylsulphonylamino)benzoyl]-3-cyclopropyl-3-oxopropionate), C1(=CC=C(C=C1)S(=O)(=O)O)C (p-toluenesulphonic acid). Procedure details: t-Butyl 2-[2-chloro-4-(methylsulphonylamino)benzoyl]-3-cyclopropyl-3-oxopropionate (2 g) was dissolved in toluene and p-toluenesulphonic acid (0.2 g) was added. The mixture was stirred and heated at reflux for 0.5 hours. It was cooled, washed with water, dried (magnesium sulphate) and filtered. The filtrate was evaporated to dryness to give 1-[2-chloro-4-(methylsulphonylamino)phenyl]-3-cyclopropylpropan-1,3-dione (1.48 g) as a white solid, m.p. 119.9-121.6° C. As a reaction SMILES: [Cl:1][C:2]1[CH:22]=[C:21]([NH:23][S:24]([CH3:27])(=[O:26])=[O:25])[CH:20]=[CH:19][C:3]=1[C:4]([CH:6]([C:14]([CH:16]1[CH2:18][CH2:17]1)=[O:15])C(OC(C)(C)C)=O)=[O:5].C1(C)C=CC(S(O)(=O)=O)=CC=1>C1(C)C=CC=CC=1>[Cl:1][C:2]1[CH:22]=[C:21]([NH:23][S:24]([CH3:27])(=[O:25])=[O:26])[CH:20]=[CH:19][C:3]=1[C:4](=[O:5])[CH2:6][C:14]([CH:16]1[CH2:17][CH2:18]1)=[O:15]. Solvent: C1(=CC=CC=C1)C (toluene). Isolated yield 97.5%. Reactants: CCOC(=O)CCBr, Cc1ccccc1, [H-], [Na+], C#CCCO. Yields the product C#CCCOCCC(=O)OCC. As a reaction SMILES: [Br:8][CH2:9][CH2:10][C:11](=[O:12])[O:13][CH2:14][CH3:15].[CH3:16][c:17]1[cH:18][cH:19][cH:20][cH:21][cH:22]1.[H-:1].[Na+:2].[OH:3][CH2:4][CH2:5][C:6]#[CH:7]>>[O:3]([CH2:4][CH2:5][C:6]#[CH:7])[CH2:9][CH2:10][C:11](=[O:12])[O:13][CH2:14][CH3:15].